From a dataset of the Open Reaction Database (ORD), a public repository of structured organic reaction records. describe an organic reaction: reactants, conditions, products, and yield The product is CC(C)(C)c1ccc(CN(CCc2cc(C(F)(F)F)ccc2F)C(=O)c2c(F)c(Cl)cc3cc[nH]c23)cc1. As a reaction SMILES: [B-:15]([F:16])([F:17])([F:18])[F:19].[C:46]([CH3:47])([CH3:48])([CH3:49])[c:50]1[cH:51][cH:52][c:53]([CH2:54][NH:55][CH2:56][CH2:57][c:58]2[c:59]([F:68])[cH:60][cH:61][c:62]([C:64]([F:65])([F:66])[F:67])[cH:63]2)[cH:69][cH:70]1.[CH:37]([N:38]([CH2:39][CH3:40])[CH:41]([CH3:42])[CH3:43])([CH3:44])[CH3:45].[Cl:1][c:2]1[cH:3][c:4]2[cH:5][cH:6][nH:7][c:8]2[c:9]([C:12](=[O:13])[OH:14])[c:10]1[F:11].[O:71]=[CH:72][N:73]([CH3:74])[CH3:75].[OH2:76].[n:20]1([O:21][C:22]([N:23]([CH3:24])[CH3:25])=[N+:26]([CH3:27])[CH3:28])[c:29]2[cH:30][cH:31][cH:32][cH:33][c:34]2[n:35][n:36]1>>[Cl:1][c:2]1[cH:3][c:4]2[cH:5][cH:6][nH:7][c:8]2[c:9]([C:12](=[O:14])[N:55]([CH2:54][c:53]2[cH:52][cH:51][c:50]([C:46]([CH3:47])([CH3:48])[CH3:49])[cH:70][cH:69]2)[CH2:56][CH2:57][c:58]2[c:59]([F:68])[cH:60][cH:61][c:62]([C:64]([F:65])([F:66])[F:67])[cH:63]2)[c:10]1[F:11]. Starting materials: F[B-](F)(F)F, CC(C)(C)c1ccc(CNCCc2cc(C(F)(F)F)ccc2F)cc1, CCN(C(C)C)C(C)C, O=C(O)c1c(F)c(Cl)cc2cc[nH]c12, CN(C)C=O, O, CN(C)C(On1nnc2ccccc21)=[N+](C)C. Conditions: temperature 0 celsius, time 24 hour. Reactants: ClC1=C(C=CC=C1)C#C (2-chlorophenyl acetylene), N1=C(C=CC=C1C)C (2,6-lutidine), S(=O)(=O)(C1=CC=C(C)C=C1)N=[N+]=[N-] (tosyl azide). Procedure: A solution of tosyl azide (16) (1.0 equiv) in CHCl3 (0.5M) cooled to 0° C. was treated with 2-chlorophenyl acetylene (15) (1.2 equiv), 2,6-lutidine (1.2 equiv) and CuI (0.1 equiv). The resulting mixture was stirred at 0° C. for 24 h, quenched with 10% HCl, the layers separated and the aqueous one washed with brine, dried (MgSO4), filtered and concentrated in vacuo. The residue was purified by flash chromatography (Hexane/AcOEt 5:1, 3:1 and 1:1) to provide 4-(2-chlorophenyl)-1-tosyl-1H-1,2,3-tria... Product: ClC1=C(C=CC=C1)C=1N=NN(C1)S(=O)(=O)C1=CC=C(C)C=C1 (4-(2-chlorophenyl)-1-tosyl-1H-1,2,3-triazole). The reagents and catalysts are [Cu]I (CuI). RXN SMILES: [S:1]([N:11]=[N+:12]=[N-:13])([C:4]1[CH:10]=[CH:9][C:7]([CH3:8])=[CH:6][CH:5]=1)(=[O:3])=[O:2].[Cl:14][C:15]1[CH:20]=[CH:19][CH:18]=[CH:17][C:16]=1[C:21]#[CH:22].N1C(C)=CC=CC=1C>C(Cl)(Cl)Cl.[Cu]I>[Cl:14][C:15]1[CH:20]=[CH:19][CH:18]=[CH:17][C:16]=1[C:21]1[N:13]=[N:12][N:11]([S:1]([C:4]2[CH:5]=[CH:6][C:7]([CH3:8])=[CH:9][CH:10]=2)(=[O:2])=[O:3])[CH:22]=1. The solvent is C(Cl)(Cl)Cl (CHCl3). The reactants are solution, CC(C)C[AlH]CC(C)C (DIBAL-H), hexanes, COC(C1=CC=C(C=C1)S(=O)(=O)C=1C(=NC(=CC1)C)Cl)=O (4-(2-Chloro-6-methylpyridine-3-sulfonyl)-benzoic acid methyl ester). Run in CCOCC (ether). Conditions: temperature -78 celsius, time 4 hour. Product: ClC1=NC(=CC=C1S(=O)(=O)C1=CC=C(C=C1)CO)C ([4-(2-chloro-6-methylpyridine-3-sulfonyl)-phenyl]-methanol). RXN SMILES: C[O:2][C:3](=O)[C:4]1[CH:9]=[CH:8][C:7]([S:10]([C:13]2[C:14]([Cl:20])=[N:15][C:16]([CH3:19])=[CH:17][CH:18]=2)(=[O:12])=[O:11])=[CH:6][CH:5]=1.CC(C[AlH]CC(C)C)C>CCOCC>[Cl:20][C:14]1[C:13]([S:10]([C:7]2[CH:8]=[CH:9][C:4]([CH2:3][OH:2])=[CH:5][CH:6]=2)(=[O:11])=[O:12])=[CH:18][CH:17]=[C:16]([CH3:19])[N:15]=1. Procedure details: 4-(2-Chloro-6-methylpyridine-3-sulfonyl)-benzoic acid methyl ester, synthesized following the procedure of Example 9 parts A–D in 39% overall yield, (1.29 g, 3.96 mmol) was dissolved in 25 mL of dry ether and cooled to −78° C. To that a 1 M solution of DIBAL-H in hexanes (8.71 mL, 8.71 mmol) was added and the reaction mixture was allowed to warm to 25° C. and stirred for 4 h. The reaction was quenched with water followed by 1 N HCl (40 mL), stirred for 15 min, neutralized with 50% NaOH and extra... The reactants are ClC=1C=CC(=C(C#N)C1)[N+](=O)[O-] (5-chloro-2-nitro-benzonitrile), C1(=CC=C(C=C1)O)O (1,4 benzenediol), O (water), O (water), [OH-].[K+] (potassium hydroxide). Solvent: C1(=CC=CC=C1)C (toluene), CC(=O)N(C)C (dimethylacetamide). Run at temperature 50 celsius. Product: [N+](=O)([O-])C1=C(C=C(C=C1)OC1=CC=C(OC2=CC(=C(C=C2)[N+](=O)[O-])C#N)C=C1)C#N (hydroquinone bis(4-nitro-3-cyanophenyl) ether). The yield is 58.0%. As a reaction SMILES: [C:1]1([OH:8])[CH:6]=[CH:5][C:4]([OH:7])=[CH:3][CH:2]=1.[OH2:9].[OH-:10].[K+].Cl[C:13]1[CH:14]=[CH:15][C:16]([N+:21]([O-:23])=[O:22])=[C:17]([CH:20]=1)[C:18]#[N:19]>CC(N(C)C)=O.C1(C)C=CC=CC=1>[N+:21]([C:16]1[CH:15]=[CH:14][C:13]([O:7][C:4]2[CH:5]=[CH:6][C:1]([O:8][C:13]3[CH:14]=[CH:15][C:16]([N+:21]([O-:10])=[O:9])=[C:17]([C:18]#[N:19])[CH:20]=3)=[CH:2][CH:3]=2)=[CH:20][C:17]=1[C:18]#[N:19])([O-:23])=[O:22] |f:2.3|. Procedure: A solution of 5.51 g. (0.05 mole) of 1,4 benzenediol in 100 ml. of water was stirred under nitrogen while a solution of 6.47 g. (0.10 mole) of potassium hydroxide (86.5%) in 20 ml. of water was added, followed by 200 ml. of toluene. The mixture was refluxed with stirring, using a Dean-Stark trap, until the water was largely removed. Dimethylacetamide (200 ml.) was then added, and solvent was distilled off until the pot temperature reached 150° C. The mixture was cooled to 50° C., and a solution ... Reactants: CC(C)(C)OC(=O)NC(Cc1ccc(O)cc1)C(=O)O, CCCC[N+](CCCC)(CCCC)CCCC, CO, C[O-], CO, ClCc1ccccc1, [I-], [Na+], O. Yields the product CC(C)(C)OC(=O)NC(Cc1ccc(OCc2ccccc2)cc1)C(=O)O. RXN SMILES: [C:1](=[O:2])([O:3][C:4]([CH3:5])([CH3:6])[CH3:7])[NH:8][CH:9]([CH2:10][c:11]1[cH:12][cH:13][c:14]([OH:17])[cH:15][cH:16]1)[C:18](=[O:19])[OH:20].[CH2:38]([N+:39]([CH2:40][CH2:41][CH2:42][CH3:43])([CH2:44][CH2:45][CH2:46][CH3:47])[CH2:48][CH2:49][CH2:50][CH3:51])[CH2:52][CH2:53][CH3:54].[CH3:21][OH:22].[CH3:23][O-:24].[CH3:35][OH:36].[Cl:26][CH2:27][c:28]1[cH:29][cH:30][cH:31][cH:32][cH:33]1.[I-:37].[Na+:25].[OH2:34]>>[C:1](=[O:2])([O:3][C:4]([CH3:5])([CH3:6])[CH3:7])[NH:8][CH:9]([CH2:10][c:11]1[cH:12][cH:13][c:14]([O:17][CH2:27][c:28]2[cH:29][cH:30][cH:31][cH:32][cH:33]2)[cH:15][cH:16]1)[C:18](=[O:19])[OH:20]. Run in C=1(C(=CC=CC1)C)C (xylene). Reactants: ClCC(=O)C1=C(C=CC(=C1)C)C (2-chloro-1-(2,5-dimethylphenyl)ethanone), C(CCO)O (trimethylene glycol), p-TsOH hydrate. RXN SMILES: [Cl:1][CH2:2][C:3]([C:5]1[CH:10]=[C:9]([CH3:11])[CH:8]=[CH:7][C:6]=1[CH3:12])=[O:4].[CH2:13](O)[CH2:14][CH2:15][OH:16]>C1(C)C(C)=CC=CC=1>[Cl:1][CH2:2][C:3]1([C:5]2[CH:10]=[C:9]([CH3:11])[CH:8]=[CH:7][C:6]=2[CH3:12])[O:16][CH2:15][CH2:14][CH2:13][O:4]1. Conditions: time 5 hour. Product: ClCC1(OCCCO1)C1=C(C=CC(=C1)C)C (2-Chloromethyl-2-(2,5-dimethylphenyl)-[1,3]dioxane). Procedure details: A mixture of 18.3 g [0.1 mol] of 2-chloro-1-(2,5-dimethylphenyl)ethanone, 15.2 g [0.2 mol] of trimethylene glycol, 1.9 g [0.01 mol] of p-TsOH hydrate and 150 ml of xylene is heated to boiling with a water trap for about 5 hours. Part of the xylene is then distilled off, and the reaction mixture is extracted at room temperature with 30 ml of saturated aqueous NaCl solution and twice with 100 ml of water each time. The organic phase is dried over sodium sulfate and concentrated in vacuo, and all v... The reactants are [OH-].[K+] (potassium hydroxide), C(C)(C)(C)N1N=CC(=C(C1=O)C)Cl (2-tert.-butyl-5-chloro-4-methyl-3(2H)-pyridazinone), C(C)O (ethanol). The solvent is O (water). Product: C(C)(C)(C)N1N=CC(=C(C1=O)C)OCC (2-tert.-butyl-5-ethoxy-4-methyl-3(2H)-pyridazinone). RXN SMILES: [OH-].[K+].[C:3]([N:7]1[C:12](=[O:13])[C:11]([CH3:14])=[C:10](Cl)[CH:9]=[N:8]1)([CH3:6])([CH3:5])[CH3:4].[CH2:16]([OH:18])[CH3:17]>O>[C:3]([N:7]1[C:12](=[O:13])[C:11]([CH3:14])=[C:10]([O:18][CH2:16][CH3:17])[CH:9]=[N:8]1)([CH3:6])([CH3:5])[CH3:4] |f:0.1|. Reported procedure: (Method B): In a mixture of 25 ml of ethanol and 25 ml of water was dissolved 4.7 g of potassium hydroxide and the 5.0 g (0.025 mol) of 2-tert.-butyl-5-chloro-4-methyl-3(2H)-pyridazinone was added thereto. The resulting mixture was stirred under reflux for 26 hours. After ethanol was distilled off, the reaction mixture was added with 100 ml of water and extracted with 100 ml of chloroform. The chloroform layer was washed with 100 ml of water, dried over anhydrous sodium sulfate and free of solve... Reactants: ClC=1N=NC(=CC1)C1=CC=C(C=C1)Cl (3-chloro-6-(p-chlorophenyl)pyridazine), C(CC)(=O)NN (propionic acid hydrazide). Run in C(CCC)O (butyl alcohol). Product: ClC1=CC=C(C=C1)C=1C=CC=2N(N1)C(=NN2)CC (6-(p-chlorophenyl)-3-ethyl-1,2,4-triazolo[4,3-b]pyridazine). RXN SMILES: Cl[C:2]1[N:3]=[N:4][C:5]([C:8]2[CH:13]=[CH:12][C:11]([Cl:14])=[CH:10][CH:9]=2)=[CH:6][CH:7]=1.[C:15]([NH:19][NH2:20])(=O)[CH2:16][CH3:17]>C(O)CCC>[Cl:14][C:11]1[CH:12]=[CH:13][C:8]([C:5]2[CH:6]=[CH:7][C:2]3[N:3]([C:15]([CH2:16][CH3:17])=[N:19][N:20]=3)[N:4]=2)=[CH:9][CH:10]=1. Procedure details: A mixture of 9.0 g. of 3-chloro-6-(p-chlorophenyl)pyridazine (prepared as in Example 16), 7.4 g. of propionic acid hydrazide and 60 ml. of butyl alcohol is stirred at reflux temperature for 48 hours. The mixture is chilled, filtered and the solid is washed with petroleum ether and with water. The material is recrystallized from 50 ml. of ethyl alcohol to afford the product of the example as crystals, m.p. 197°-199° C.